From a dataset of the Open Reaction Database (ORD), a public repository of structured organic reaction records. describe an organic reaction: reactants, conditions, products, and yield Starting materials: N(C1=CC=CC=C1)C=1C(C2=CC(=C(C=C2C(C1)=O)C)C)=O (2-anilino-6,7-dimethyl-1,4naphthoquinone), S(O)(O)(=O)=O (sulphuric acid), hydroxy. Run in O (water), O (water). Yields the product CC=1C=C2C(C=C(C(C2=CC1C)=O)O)=O (6,7-Dimethyl-2-hydroxy-1,4-naphthoquinone). As a reaction SMILES: N([C:8]1[C:9](=[O:21])[C:10]2[C:15]([C:16](=[O:18])[CH:17]=1)=[CH:14][C:13]([CH3:19])=[C:12]([CH3:20])[CH:11]=2)C1C=CC=CC=1.S(=O)(=O)(O)[OH:23]>O>[CH3:19][C:13]1[CH:14]=[C:15]2[C:10](=[CH:11][C:12]=1[CH3:20])[C:9](=[O:21])[C:8]([OH:23])=[CH:17][C:16]2=[O:18]. Reported procedure: A solution of 2-anilino-6,7-dimethyl-1,4naphthoquinone (3.1; 0.014 mole) in concentrated sulphuric acid (70ml) was diluted with an equal volume of water and refluxed for 1 minute. After pouring into cold water the precipitated hydroxy derivative was filtered off and extracted into petrol ether (b.p. 100°-102° C). After treatment of the extract with charcoal the title compound separated as a yellow solid, 1.29g (55%), m.p. 175°-177° C (d). (Found; C, 71.29; H, 5.07 C12H10O3 requires; C, 71.28; H,... Reactants: BrC1=C(C=C(C(=C1)C)[N+](=O)[O-])C (2-bromo-5-nitro-p-xylene), S1C2=C(C=C1B(O)O)C=CC=C2 (2-benzo[b]thiopheneboronic acid), C(C)(=O)OCC (Ethyl acetate), O (water). Reagents/catalysts: C=1C=CC(=CC1)[P](C=2C=CC=CC2)(C=3C=CC=CC3)[Pd]([P](C=4C=CC=CC4)(C=5C=CC=CC5)C=6C=CC=CC6)([P](C=7C=CC=CC7)(C=8C=CC=CC8)C=9C=CC=CC9)[P](C=1C=CC=CC1)(C=1C=CC=CC1)C=1C=CC=CC1 ((Ph3P)4Pd). Run in C1(=CC=CC=C1)C (toluene), C(C)O (ethanol). Yields the product [N+](=O)([O-])C1=CC(=C(C=C1C)C1=CC2=C(S1)C=CC=C2)C (2-(4-Nitro-2,5-xylyl)benzo[b]thiophene). RXN SMILES: Br[C:2]1[CH:7]=[C:6]([CH3:8])[C:5]([N+:9]([O-:11])=[O:10])=[CH:4][C:3]=1[CH3:12].[S:13]1[C:17](B(O)O)=[CH:16][C:15]2[CH:21]=[CH:22][CH:23]=[CH:24][C:14]1=2.C(OCC)(=O)C.O>C1(C)C=CC=CC=1.C(O)C.C1C=CC([P]([Pd]([P](C2C=CC=CC=2)(C2C=CC=CC=2)C2C=CC=CC=2)([P](C2C=CC=CC=2)(C2C=CC=CC=2)C2C=CC=CC=2)[P](C2C=CC=CC=2)(C2C=CC=CC=2)C2C=CC=CC=2)(C2C=CC=CC=2)C2C=CC=CC=2)=CC=1>[N+:9]([C:5]1[C:6]([CH3:8])=[CH:7][C:2]([C:17]2[S:13][C:14]3[CH:24]=[CH:23][CH:22]=[CH:21][C:15]=3[CH:16]=2)=[C:3]([CH3:12])[CH:4]=1)([O-:11])=[O:10] |^1:45,47,66,85|. Procedure details: A mixture of 2-bromo-5-nitro-p-xylene (200 g), 2-benzo[b]thiopheneboronic acid (200 g), (Ph3P)4Pd (0.36 g) in toluene (60 ml) and ethanol (22 ml) was heated to reflux overnight. Ethyl acetate and water were added and the organic phase was separated. The organic phase was washed with water, dried (MgSO4) and filtered through a pad of silica to give the title product. Starting materials: C(C)(=O)C(CCCCC(=O)O)NC(C1=CC=CC=C1)=O (6-Acetyl-6-benzoylaminohexanoic acid), CO (methanol), S(O)(O)(=O)=O (sulfuric acid). The product is C(C)(=O)C(CCCCC(=O)OC)NC(C1=CC=CC=C1)=O (Methyl 6-acetyl-6-benzoylaminohexanoate). Reaction SMILES: [C:1]([CH:4]([NH:12][C:13](=[O:20])[C:14]1[CH:19]=[CH:18][CH:17]=[CH:16][CH:15]=1)[CH2:5][CH2:6][CH2:7][CH2:8][C:9]([OH:11])=[O:10])(=[O:3])[CH3:2].S(=O)(=O)(O)O.[CH3:26]O>>[C:1]([CH:4]([NH:12][C:13](=[O:20])[C:14]1[CH:15]=[CH:16][CH:17]=[CH:18][CH:19]=1)[CH2:5][CH2:6][CH2:7][CH2:8][C:9]([O:11][CH3:26])=[O:10])(=[O:3])[CH3:2]. Procedure details: 6-Acetyl-6-benzoylaminohexanoic acid (4.35 g) was dissolved in 100 ml of methanol, and 0.5 ml of conc. sulfuric acid was added. The mixture was heated to reflux for 2.5 hours. The reaction solution was cooled, poured into ice-cold water, extracted with ethyl acetate, washed with brine, dried over anhydrous magnesium sulfate and concentrated to provide 4.4 g of the objective compound as yellowish crystals. M.p. 59-60° C. Reported procedure: A slurry of 9-benzyl-3,6-dicyanocarbazole (3.8 g, see Example 3C) and sodium hydride (50% in oil, 1.21 g) in 20 ml of dimethylsulfoxide is treated dropwise with m-trifluoromethylaniline (4.04 g). The reaction mixture is stirred at room temperature for four days and then poured into 500 ml of water and stirred vigorously for two hours. The resultant precipitate is collected by filtration and purified by column chromatography using one liter of silica gel. Elution with dichloromethane and 1% ethyl... Conditions: time 4 day. The solvent is CS(=O)C (dimethylsulfoxide). The yield is 25.9%. The product is C(#N)C=1C=C2C=3C=C(C=CC3N(C2=CC1)CC1=CC=CC=C1)C(NC1=CC(=CC=C1)C(F)(F)F)=N (6-cyano-9-(phenylmethyl)-N-[3-(trifluoromethyl)phenyl]- 3-carbazolecarboximidamide). RXN SMILES: [CH2:1]([N:8]1[C:20]2[CH:19]=[CH:18][C:17]([C:21]#[N:22])=[CH:16][C:15]=2[C:14]2[C:9]1=[CH:10][CH:11]=[C:12]([C:23]#[N:24])[CH:13]=2)[C:2]1[CH:7]=[CH:6][CH:5]=[CH:4][CH:3]=1.[H-].[Na+].[F:27][C:28]([F:37])([F:36])[C:29]1[CH:30]=[C:31]([CH:33]=[CH:34][CH:35]=1)[NH2:32].O>CS(C)=O>[C:23]([C:12]1[CH:13]=[C:14]2[C:9](=[CH:10][CH:11]=1)[N:8]([CH2:1][C:2]1[CH:3]=[CH:4][CH:5]=[CH:6][CH:7]=1)[C:20]1[CH:19]=[CH:18][C:17]([C:21](=[NH:22])[NH:32][C:31]3[CH:33]=[CH:34][CH:35]=[C:29]([C:28]([F:36])([F:37])[F:27])[CH:30]=3)=[CH:16][C:15]2=1)#[N:24] |f:1.2|. Reactants: O (water), C(C1=CC=CC=C1)N1C2=CC=C(C=C2C=2C=C(C=CC12)C#N)C#N (9-benzyl-3,6-dicyanocarbazole), [H-].[Na+] (sodium hydride), FC(C=1C=C(N)C=CC1)(F)F (m-trifluoromethylaniline). Reactants: C1CCC2=NCCCN2CC1, COCCOC, CS(=O)(=O)c1nc(N)nc(-c2ccco2)c1C#N, OCc1ccccn1. The product is N#Cc1c(OCc2ccccn2)nc(N)nc1-c1ccco1. Reaction SMILES: [CH2:27]1[CH2:28][CH2:29][C:30]2=[N:35][CH2:34][CH2:33][CH2:32][N:31]2[CH2:36][CH2:37]1.[CH3:38][O:39][CH2:40][CH2:41][O:42][CH3:43].[NH2:1][c:2]1[n:3][c:4]([S:15]([CH3:16])(=[O:17])=[O:18])[c:5]([C:13]#[N:14])[c:6](-[c:8]2[o:9][cH:10][cH:11][cH:12]2)[n:7]1.[OH:19][CH2:20][c:21]1[n:22][cH:23][cH:24][cH:25][cH:26]1>>[NH2:1][c:2]1[n:3][c:4]([O:19][CH2:20][c:21]2[n:22][cH:23][cH:24][cH:25][cH:26]2)[c:5]([C:13]#[N:14])[c:6](-[c:8]2[o:9][cH:10][cH:11][cH:12]2)[n:7]1. Starting materials: Cl (Hydrochloric acid), O (water), ClC=1C=C(C(=O)C2OC(C=3C2=NC=CC3)=O)C=CC1 (7-(3-Chlorobenzoyl)-furo[3,4-b]pyridin-5-one), [OH-].[Na+] (sodium hydroxide). The solvent is CO (methanol), O1CCCC1 (tetrahydrofuran). Run at temperature 75 celsius, time 3 hour. Product: OCC1=C(C=CC=C1Cl)C1=NC=CC=C1C(=O)O (2-(hydroxymethyl-3-chlorophenyl)-3-carboxypyridine). The yield is 96.6%. As a reaction SMILES: [Cl:1][C:2]1[CH:3]=[C:4](C=[CH:18][CH:19]=1)[C:5]([CH:7]1[C:11]2=[N:12][CH:13]=[CH:14][CH:15]=[C:10]2[C:9](=[O:16])[O:8]1)=O.[OH-:20].[Na+].Cl.O>CO.O1CCCC1>[OH:20][CH2:18][C:19]1[C:2]([Cl:1])=[CH:3][CH:4]=[CH:5][C:7]=1[C:11]1[C:10]([C:9]([OH:8])=[O:16])=[CH:15][CH:14]=[CH:13][N:12]=1 |f:1.2|. Procedure details: 7-(3-Chlorobenzoyl)-furo[3,4-b]pyridin-5-one (4.77 g, 19.4 mmoles) and 0.2N sodium hydroxide (21.4 mmoles) was dissolved in methanol and tetrahydrofuran (100 ml, 1:1). The mixture was heated to 75° C. and stirred for 3 hours and cooled. 1N Hydrochloric acid (20 ml) and water (200 ml) was added to the mixture. The resulting solution was extracted with ethyl acetate and dried over Na2SO4. The solution was filtered and the solvent removed yielding 4.94 g (96.8%) of 2-(hydroxymethyl-3-chlorophenyl)-... Reactants: 6-fluoro, FC1=C2C(C(=O)OC2=O)=CC=C1 (3-fluorophthalic anhydride), C(CC(=O)O)(=O)O (malonic acid), Cl.O (HCl H2O). The solvent is C(C)N(CC)CC (triethylamine). Product: C(C)(=O)C1=C(C(=O)O)C(=CC=C1)F (2-acetyl-6-fluorobenzoic acid). As a reaction SMILES: [F:1][C:2]1[CH:12]=[CH:11][CH:10]=[C:4]2[C:5]([O:7][C:8](=[O:9])[C:3]=12)=[O:6].[C:13](O)(=O)CC(O)=O.Cl.O>C(N(CC)CC)C>[C:5]([C:4]1[CH:10]=[CH:11][CH:12]=[C:2]([F:1])[C:3]=1[C:8]([OH:7])=[O:9])(=[O:6])[CH3:13] |f:2.3|. Procedure: 9 g of 3-fluorophthalic anhydride and 6.8 g of malonic acid are mixed in 80 ml of triethylamine and heated in an oil bath at 71-72° until evolution of gas ceases. The reaction mixture is mixed with 50 ml of 10% HCl/H2O and extracted with ether. The ether is evaporated off and the resulting black oil chromatographed on a column using 1 l of 20% of ethylacetate/hexane followed by 1 l of 30% ethylacetate/hexane to yield first the 3fluoro-isomer followed by the desired 6-fluoro isomer; m.p. 76-81.5°... As a reaction SMILES: Br[C:2]1[C:3]([C:15]([O:17][CH2:18][CH3:19])=[O:16])=[CH:4][C:5]([C:8]([O:10][C:11]([CH3:14])([CH3:13])[CH3:12])=[O:9])=[N:6][CH:7]=1.[CH3:20][Si:21]([C:24]#[CH:25])([CH3:23])[CH3:22].N1C=CC=CC=1.ClC(OCC)=O>C(N(CC)CC)C.C1COCC1.C1COCC1.C(Cl)Cl.C(Cl)Cl.Cl[Pd](Cl)([P](C1C=CC=CC=1)(C1C=CC=CC=1)C1C=CC=CC=1)[P](C1C=CC=CC=1)(C1C=CC=CC=1)C1C=CC=CC=1.[Cu]I>[CH2:18]([O:17][C:15]([C:3]1[C:2]([C:25]#[C:24][Si:21]([CH3:23])([CH3:22])[CH3:20])=[CH:7][N:6]=[C:5]([C:8]([O:10][C:11]([CH3:14])([CH3:13])[CH3:12])=[O:9])[CH:4]=1)=[O:16])[CH3:19] |f:6.7,^1:63,82|. The reagents and catalysts are Cl[Pd]([P](C1=CC=CC=C1)(C2=CC=CC=C2)C3=CC=CC=C3)([P](C4=CC=CC=C4)(C5=CC=CC=C5)C6=CC=CC=C6)Cl (Pd(PPh3)2Cl2), [Cu]I (CuI). Procedure details: A mixture of tert-butyl 5-bromo-4-(ethoxycarbonyl)picolinate (483 mg, 1.4 mmol), trimethylsilylacetylene (206 mg, 2.1 mmol), Pd(PPh3)2Cl2 (99 mg, 0.14 mmol) and CuI (45 mg, 0.21 mmol) in triethylamine (3 mL) and THF (2 mL) in a sealed tube was passed through a stream of Ar for 5 min, and then heated at 105° C. for 1 h. The mixture was diluted with THF/CH2Cl2 (1:1), filtered through a pad of Celite®. The filtrate was concentrated in vacuo to give a residue, which was dissolved in CH2Cl2 (5 mL) an... Product: C(C)OC(=O)C1=CC(=NC=C1C#C[Si](C)(C)C)C(=O)OC(C)(C)C (tert-Butyl 4-(ethoxycarbonyl)-5-(2-(trimethylsilyl)ethynyl)picolinate). Starting materials: BrC=1C(=CC(=NC1)C(=O)OC(C)(C)C)C(=O)OCC (tert-butyl 5-bromo-4-(ethoxycarbonyl)picolinate), C[Si](C)(C)C#C (trimethylsilylacetylene), ClC(=O)OCC (ethyl chloroformate), N1=CC=CC=C1 (pyridine). Conditions: temperature 105 celsius, time 5 minute. Run in C(Cl)Cl (CH2Cl2), C(C)N(CC)CC (triethylamine), C1CCOC1 (THF), C1CCOC1.C(Cl)Cl (THF CH2Cl2), C(Cl)Cl (CH2Cl2). Yield: 78.1%. Starting materials: COC(=O)c1ccncc1I, Cl, [Na+], [OH-], O. The product is O=C(O)c1ccncc1I. RXN SMILES: [CH3:3][O:4][C:5]([c:6]1[c:7]([I:12])[cH:8][n:9][cH:10][cH:11]1)=[O:13].[ClH:14].[Na+:2].[OH-:1].[OH2:15]>>[O:4]=[C:5]([c:6]1[c:7]([I:12])[cH:8][n:9][cH:10][cH:11]1)[OH:13]. Reactants: CC(C)(C)OC(=O)N1CCN(c2n[nH]c3cc(Br)ccc23)CC1, O=C([O-])O, CCNC(=O)c1cc(F)c(C)c(B2OC(C)(C)C(C)(C)O2)c1, CC(C)O, ClCCl, [Na+], O, c1ccc(P(c2ccccc2)(c2ccccc2)[Pd](P(c2ccccc2)(c2ccccc2)c2ccccc2)(P(c2ccccc2)(c2ccccc2)c2ccccc2)P(c2ccccc2)(c2ccccc2)c2ccccc2)cc1. Yields the product CCNC(=O)c1cc(F)c(C)c(-c2ccc3c(N4CCN(C(=O)OC(C)(C)C)CC4)n[nH]c3c2)c1. RXN SMILES: [Br:1][c:2]1[cH:3][cH:4][c:5]2[c:6]([N:11]3[CH2:12][CH2:13][N:14]([C:17](=[O:18])[O:19][C:20]([CH3:21])([CH3:22])[CH3:23])[CH2:15][CH2:16]3)[n:7][nH:8][c:9]2[cH:10]1.[C:46](=[O:47])([O-:48])[OH:49].[CH2:24]([CH3:25])[NH:26][C:27]([c:28]1[cH:29][c:30]([F:44])[c:31]([CH3:43])[c:32]([B:34]2[O:35][C:36]([CH3:37])([CH3:38])[C:39]([CH3:40])([CH3:41])[O:42]2)[cH:33]1)=[O:45].[CH:52]([OH:53])([CH3:54])[CH3:55].[Cl:133][CH2:134][Cl:135].[Na+:50].[OH2:51].[cH:56]1[cH:57][cH:58][c:59]([P:60]([Pd:61]([P:62]([c:63]2[cH:64][cH:65][cH:66][cH:67][cH:68]2)([c:69]2[cH:70][cH:71][cH:72][cH:73][cH:74]2)[c:75]2[cH:76][cH:77][cH:78][cH:79][cH:80]2)([P:81]([c:82]2[cH:83][cH:84][cH:85][cH:86][cH:87]2)([c:88]2[cH:89][cH:90][cH:91][cH:92][cH:93]2)[c:94]2[cH:95][cH:96][cH:97][cH:98][cH:99]2)[P:100]([c:101]2[cH:102][cH:103][cH:104][cH:105][cH:106]2)([c:107]2[cH:108][cH:109][cH:110][cH:111][cH:112]2)[c:113]2[cH:114][cH:115][cH:116][cH:117][cH:118]2)([c:119]2[cH:120][cH:121][cH:122][cH:123][cH:124]2)[c:125]2[cH:126][cH:127][cH:128][cH:129][cH:130]2)[cH:131][cH:132]1>>[c:2]1(-[c:32]2[c:31]([CH3:43])[c:30]([F:44])[cH:29][c:28]([C:27]([NH:26][CH2:24][CH3:25])=[O:45])[cH:33]2)[cH:3][cH:4][c:5]2[c:6]([N:11]3[CH2:12][CH2:13][N:14]([C:17](=[O:18])[O:19][C:20]([CH3:21])([CH3:22])[CH3:23])[CH2:15][CH2:16]3)[n:7][nH:8][c:9]2[cH:10]1.